This data is from the Open Reaction Database (ORD), a public repository of structured organic reaction records. The task is: describe an organic reaction: reactants, conditions, products, and yield Starting materials: CCc1nc(I)cn1CCN, O=CCCc1cc(F)c(Cl)c(F)c1. Product: CCc1nc(I)c2n1CCNC2CCc1cc(F)c(Cl)c(F)c1. As a reaction SMILES: [CH2:1]([CH3:2])[c:3]1[n:4]([CH2:9][CH2:10][NH2:11])[cH:5][c:6]([I:8])[n:7]1.[Cl:12][c:13]1[c:14]([F:24])[cH:15][c:16]([CH2:20][CH2:21][CH:22]=[O:23])[cH:17][c:18]1[F:19]>>[CH2:1]([CH3:2])[c:3]1[n:4]2[c:5]([c:6]([I:8])[n:7]1)[CH:22]([CH2:21][CH2:20][c:16]1[cH:15][c:14]([F:24])[c:13]([Cl:12])[c:18]([F:19])[cH:17]1)[NH:11][CH2:10][CH2:9]2. Product: CCCCCCCCCCCCCCOc1ccc(C(=O)Cl)cc1. As a reaction SMILES: [CH2:1]([CH2:2][CH2:3][CH2:4][CH2:5][CH2:6][CH2:7][CH2:8][CH2:9][CH2:10][CH2:11][CH2:12][CH2:13][CH3:14])[O:15][c:16]1[cH:17][cH:18][c:19]([C:20](=[O:21])[OH:22])[cH:23][cH:24]1.[CH3:31][N:32]([CH3:33])[CH:34]=[O:35].[CH:36]([Cl:37])([Cl:38])[Cl:39].[Cl:25][C:26]([C:27]([Cl:28])=[O:29])=[O:30]>>[CH2:1]([CH2:2][CH2:3][CH2:4][CH2:5][CH2:6][CH2:7][CH2:8][CH2:9][CH2:10][CH2:11][CH2:12][CH2:13][CH3:14])[O:15][c:16]1[cH:17][cH:18][c:19]([C:20](=[O:21])[Cl:25])[cH:23][cH:24]1. Starting materials: CCCCCCCCCCCCCCOc1ccc(C(=O)O)cc1, CN(C)C=O, ClC(Cl)Cl, O=C(Cl)C(=O)Cl. Reactants: COc1ccc2cc(Br)ccc2c1, [Li]CCCC, C1CCOC1, CCCCCC, CN(C)C=O, [Cl-], [Na+]. The product is COc1ccc2cc(C=O)ccc2c1. RXN SMILES: [Br:1][c:2]1[cH:3][c:4]2[cH:5][cH:6][c:7]([O:12][CH3:13])[cH:8][c:9]2[cH:10][cH:11]1.[CH2:14]([Li:15])[CH2:16][CH2:17][CH3:18].[CH2:32]1[O:33][CH2:34][CH2:35][CH2:36]1.[CH3:19][CH2:20][CH2:21][CH2:22][CH2:23][CH3:24].[CH3:25][N:26]([CH:27]=[O:28])[CH3:29].[Cl-:31].[Na+:30]>>[c:2]1([CH:27]=[O:28])[cH:3][c:4]2[cH:5][cH:6][c:7]([O:12][CH3:13])[cH:8][c:9]2[cH:10][cH:11]1. Starting materials: CCOC(=O)COc1ccc(CCBr)c(OC)c1, CC(C)(C)OCl, ClCCl, [Na+], [Na+], O, O=S([O-])[O-]. The product is CCOC(=O)COc1cc(OC)c(CCBr)cc1Cl. Reaction SMILES: [Br:1][CH2:2][CH2:3][c:4]1[c:5]([O:17][CH3:18])[cH:6][c:7]([O:8][CH2:9][C:10](=[O:11])[O:12][CH2:13][CH3:14])[cH:15][cH:16]1.[Cl:19][O:20][C:21]([CH3:22])([CH3:23])[CH3:24].[Cl:31][CH2:32][Cl:33].[Na+:29].[Na+:30].[OH2:34].[S:25]([O-:26])([O-:27])=[O:28]>>[Br:1][CH2:2][CH2:3][c:4]1[c:5]([O:17][CH3:18])[cH:6][c:7]([O:8][CH2:9][C:10](=[O:11])[O:12][CH2:13][CH3:14])[c:15]([Cl:19])[cH:16]1. The reactants are O (water), IC1=CC=C(N)C=C1 (4-iodoaniline), C(=O)([O-])[O-].[Cs+].[Cs+] (Cs2CO3), C(C)(C)I (isopropyliodide). Solvent: CN(C)C=O (DMF). Reaction conditions: temperature 70 celsius, time 24 hour. The product is IC1=CC=C(C=C1)NC(C)C ((4-iodophenyl)-isopropylamine). Isolated yield 62.4%. Reaction SMILES: [I:1][C:2]1[CH:8]=[CH:7][C:5]([NH2:6])=[CH:4][CH:3]=1.C([O-])([O-])=O.[Cs+].[Cs+].[CH:15](I)([CH3:17])[CH3:16].O>CN(C=O)C>[I:1][C:2]1[CH:8]=[CH:7][C:5]([NH:6][CH:15]([CH3:17])[CH3:16])=[CH:4][CH:3]=1 |f:1.2.3|. Reported procedure: A mixture of 4-iodoaniline (4.38 g, 20.0 mmol), Cs2CO3 (16.3 g, 50.0 mmol), isopropyliodide (3.0 mL, 30.0 mmol) in DMF (20 mL) was stirred in a sealed tube at 70° C. for 24 h. The mixture was cooled to room temperature and poured into water (200 mL). The organic layer was separated and washed with water and brine and purified on silica gel (CH2Cl2/hexanes, 1:1) to provide (4-iodophenyl)-isopropylamine (3.26 g, 63%). Starting materials: solution, CCCC[N+](CCCC)(CCCC)CCCC.[F-] (TBAF), C(C=C)[C@]1(C(N([C@@H]([C@H](C1)C1=CC(=CC=C1)Cl)C1=CC=C(C=C1)Cl)[C@H](CO[Si](C1=CC=CC=C1)(C1=CC=CC=C1)C(C)(C)C)CC)=O)COCC[Si](C)(C)C ((3R,5R,6S)-3-Allyl-1-((S)-1-(tert-butyldiphenylsilyloxy)butan-2-yl)-5-(3-chlorophenyl)-6-(4-chlorophenyl)-3-((2-(trimethylsilyl)ethoxy)methyl)piperidin-2-one). Solvent: C1CCOC1 (THF), C1CCOC1 (THF), CCOC(=O)C (EtOAc). The product is C(C=C)[C@@]1(C(N([C@@H]([C@H](C1)C1=CC(=CC=C1)Cl)C1=CC=C(C=C1)Cl)[C@H](CO)CC)=O)COCC[Si](C)(C)C ((3S,5R,6S)-3-Allyl-5-(3-chlorophenyl)-6-(4-chlorophenyl)-1-((S)-1-hydroxybutan-2-yl)-3-((2-(trimethylsilyl)ethoxy)methyl)piperidin-2-one). RXN SMILES: CCCC[N+](CCCC)(CCCC)CCCC.[F-].[CH2:19]([C@:22]1([CH2:65][O:66][CH2:67][CH2:68][Si:69]([CH3:72])([CH3:71])[CH3:70])[CH2:27][C@H:26]([C:28]2[CH:33]=[CH:32][CH:31]=[C:30]([Cl:34])[CH:29]=2)[C@@H:25]([C:35]2[CH:40]=[CH:39][C:38]([Cl:41])=[CH:37][CH:36]=2)[N:24]([C@@H:42]([CH2:62][CH3:63])[CH2:43][O:44][Si](C(C)(C)C)(C2C=CC=CC=2)C2C=CC=CC=2)[C:23]1=[O:64])[CH:20]=[CH2:21]>C1COCC1.CCOC(C)=O>[CH2:19]([C@@:22]1([CH2:65][O:66][CH2:67][CH2:68][Si:69]([CH3:72])([CH3:71])[CH3:70])[CH2:27][C@H:26]([C:28]2[CH:33]=[CH:32][CH:31]=[C:30]([Cl:34])[CH:29]=2)[C@@H:25]([C:35]2[CH:36]=[CH:37][C:38]([Cl:41])=[CH:39][CH:40]=2)[N:24]([C@@H:42]([CH2:62][CH3:63])[CH2:43][OH:44])[C:23]1=[O:64])[CH:20]=[CH2:21] |f:0.1|. Procedure details: A 1M solution of TBAF in THF (2.15 mL, 2.15 mmol) was added to a solution of (3S,5R,6S)-3-allyl-1-((S)-1-(tert-butyldiphenylsilyloxy)butan-2-yl)-5-(3-chlorophenyl)-6-(4-chlorophenyl)-3-((2-(trimethylsilyl)ethoxy)methyl)piperidin-2-one (Example 414, Step A; 860 mg, 1.074 mmol) in THF. The reaction was heated to reflux for 3 hours. After cooling, it was diluted with EtOAc and washed with HCl (1N in water). The organic extract was washed with satd NaCl and dried over Na2SO4. The solution was filter... Reactants: [Cl-].[NH4+] (ammonium chloride), C(CC(=O)OC)(=O)OC (dimethyl malonate), [H-].[Na+] (sodium hydride), FC=1C=C(C=CC1F)[N+](=O)[O-] (3,4-difluoronitrobenzene). Run in C1CCCCC1 (cyclohexane), C(C)(=O)OCC (ethyl acetate), CS(=O)C (DMSO). Run at temperature 100 celsius, time 30 minute. Product: FC1=C(C=CC(=C1)[N+](=O)[O-])C(C(=O)OC)C(=O)OC (Dimethyl (2-fluoro-4-nitrophenyl)malonate). Reaction SMILES: [C:1]([O:8][CH3:9])(=[O:7])[CH2:2][C:3]([O:5][CH3:6])=[O:4].[H-].[Na+].[F:12][C:13]1[CH:14]=[C:15]([N+:20]([O-:22])=[O:21])[CH:16]=[CH:17][C:18]=1F.[Cl-].[NH4+]>CS(C)=O.C1CCCCC1.C(OCC)(=O)C>[F:12][C:13]1[CH:14]=[C:15]([N+:20]([O-:22])=[O:21])[CH:16]=[CH:17][C:18]=1[CH:2]([C:1]([O:8][CH3:9])=[O:7])[C:3]([O:5][CH3:6])=[O:4] |f:1.2,4.5|. Procedure: 9.13 g (69.1 mmol) of dimethyl malonate are carefully added dropwise to a suspension of 1.66 g (69.1 mmol) of washed sodium hydride in 70 ml of DMSO. The mixture is heated at 100° C. for 40 min and then cooled to RT, and 5.00 g (31.4 mmol) of 3,4-difluoronitrobenzene are added. The mixture is stirred at RT for 30 min and then heated at 100° C. for one hour. The cooled reaction mixture is poured into a mixture of ethyl acetate (50 ml), cyclohexane (50 ml) and saturated ammonium chloride solution ...